From a dataset of the Open Reaction Database (ORD), a public repository of structured organic reaction records. describe an organic reaction: reactants, conditions, products, and yield Yields the product ClC1=C2C(=NC(=C1)C1=CC(=CC(=C1)F)Cl)CCC2 (4-chloro-2-(3-chloro-5-fluorophenyl)-6,7-dihydro-5H-cyclopenta[b]pyridine). Starting materials: ClC1=CC(=C2C(=N1)CCC2)Cl (2,4-dichloro-6,7-dihydro-5H-cyclopenta[b]pyridine), ClC=1C=C(C=C(C1)F)B(O)O ((3-chloro-5-fluorophenyl)boronic acid). RXN SMILES: Cl[C:2]1[N:7]=[C:6]2[CH2:8][CH2:9][CH2:10][C:5]2=[C:4]([Cl:11])[CH:3]=1.[Cl:12][C:13]1[CH:14]=[C:15](B(O)O)[CH:16]=[C:17]([F:19])[CH:18]=1>>[Cl:11][C:4]1[CH:3]=[C:2]([C:15]2[CH:16]=[C:17]([F:19])[CH:18]=[C:13]([Cl:12])[CH:14]=2)[N:7]=[C:6]2[CH2:8][CH2:9][CH2:10][C:5]=12. Isolated yield 59.7%. Procedure: Following General Procedure F, 2,4-dichloro-6,7-dihydro-5H-cyclopenta[b]pyridine (0.250 g, 1.33 mmol) was reacted with (3-chloro-5-fluorophenyl)boronic acid (0.301 g, 2.07 mmol), to afford the title compound (0.224 g, 90%) as a white solid. MW=282.14. 1H NMR (CD3OD, 300 MHz) δ 7.87-7.84 (m, 1H), 7.72-7.65 (m, 2H), 7.30-7.21 (m, 1H), 3.17-3.00 (m, 4H), 2.21 (quin, J=7.6 Hz, 2H); APCI MS m/z 282 [M+H]+. Starting materials: CC(C)([O-])C.[K+] (potassium t-butoxide), OC(C)(C)C=1N=C(NC1C(=O)OCC)CCC (ethyl 4-(1-hydroxy-1-methylethyl)-2-propylimidazole-5-carboxylate), BrCC1=CC=C(C=C1)C=1C(=CC=CC1)C(=O)OC(C)(C)C (t-butyl 4'-bromomethylbiphenyl -2-carboxylate), O (water). Run in CN(C(C)=O)C (N,N-dimethylacetamide), CN(C(C)=O)C (N,N-dimethylacetamide). Run at time 10 minute. Yields the product C(C)(C)(C)OC(=O)C1=C(C=CC=C1)C1=CC=C(C=C1)CN1C(=NC(=C1C(=O)OCC)C(C)(C)O)CCC (Ethyl 1-[(2'-t-butoxycarbonylbiphenyl-4-yl)methyl]-4-(1-hydroxy-1-methylethyl)-2-propylimidazole-5-carboxylate). Isolated yield 91.7%. Reaction SMILES: CC(C)([O-])C.[K+].[OH:7][C:8]([C:11]1[N:12]=[C:13]([CH2:21][CH2:22][CH3:23])[NH:14][C:15]=1[C:16]([O:18][CH2:19][CH3:20])=[O:17])([CH3:10])[CH3:9].Br[CH2:25][C:26]1[CH:31]=[CH:30][C:29]([C:32]2[C:33]([C:38]([O:40][C:41]([CH3:44])([CH3:43])[CH3:42])=[O:39])=[CH:34][CH:35]=[CH:36][CH:37]=2)=[CH:28][CH:27]=1.O>CN(C)C(=O)C>[C:41]([O:40][C:38]([C:33]1[CH:34]=[CH:35][CH:36]=[CH:37][C:32]=1[C:29]1[CH:30]=[CH:31][C:26]([CH2:25][N:14]2[C:15]([C:16]([O:18][CH2:19][CH3:20])=[O:17])=[C:11]([C:8]([OH:7])([CH3:10])[CH3:9])[N:12]=[C:13]2[CH2:21][CH2:22][CH3:23])=[CH:27][CH:28]=1)=[O:39])([CH3:44])([CH3:43])[CH3:42] |f:0.1|. Procedure details: 3.00 g of potassium t-butoxide were added, whilst ice-cooling, to a solution of 6 g of ethyl 4-(1-hydroxy-1-methylethyl)-2-propylimidazole-5-carboxylate (prepared as described in Preparation 9) in 40 ml of N,N-dimethylacetamide, and the resulting mixture was stirred for 10 minutes, after which a solution of 9.00 g of t-butyl 4'-bromomethylbiphenyl -2-carboxylate in 40 ml of N,N-dimethylacetamide was added. After the reaction mixture had been stirred at room temperature for 1 hour and then at 50°... Reactants: CC(C)(C)OC(=O)N1CC(NS(=O)(=O)c2ccc(Oc3ccccc3)cc2)C(SC(C)(C)C)C1, NCCN1C(=O)c2ccccc2C1=O, CCOC(C)=O, CCN(C(C)C)C(C)C, O=C(OC(Cl)(Cl)Cl)OC(Cl)(Cl)Cl, ClCCl, Cl, Cl. Product: CC(C)(C)SC1CN(C(=O)NCCN2C(=O)c3ccccc3C2=O)CC1NS(=O)(=O)c1ccc(Oc2ccccc2)cc1. RXN SMILES: [C:2]([O:4][C:3]([CH3:5])([CH3:6])[CH3:7])(=[O:8])[N:9]1[CH2:10][CH:11]([NH:19][S:20](=[O:21])(=[O:22])[c:23]2[cH:24][cH:25][c:26]([O:29][c:30]3[cH:31][cH:32][cH:33][cH:34][cH:35]3)[cH:27][cH:28]2)[CH:12]([S:14][C:15]([CH3:16])([CH3:17])[CH3:18])[CH2:13]1.[C:58]1(=[O:71])[c:59]2[c:60]([cH:67][cH:68][cH:69][cH:70]2)[C:61](=[O:66])[N:62]1[CH2:63][CH2:64][NH2:65].[CH3:72][CH2:73][O:74][C:75](=[O:76])[CH3:77].[CH:36]([N:37]([CH:38]([CH3:39])[CH3:40])[CH2:41][CH3:42])([CH3:43])[CH3:44].[Cl:45][C:46]([Cl:47])([O:48][C:49](=[O:50])[O:51][C:52]([Cl:53])([Cl:54])[Cl:55])[Cl:56].[Cl:78][CH2:79][Cl:80].[ClH:1].[ClH:57]>>[C:2](=[O:4])([N:9]1[CH2:10][CH:11]([NH:19][S:20](=[O:21])(=[O:22])[c:23]2[cH:24][cH:25][c:26]([O:29][c:30]3[cH:31][cH:32][cH:33][cH:34][cH:35]3)[cH:27][cH:28]2)[CH:12]([S:14][C:15]([CH3:16])([CH3:17])[CH3:18])[CH2:13]1)[NH:65][CH2:64][CH2:63][N:62]1[C:58](=[O:71])[c:59]2[c:60]([cH:67][cH:68][cH:69][cH:70]2)[C:61]1=[O:66]. Reactants: CN (methylamine), 314, [NH4+].C(#N)C(CC(=O)[O-])CC (3-cyanopentanoic acid ammonium salt), CN (methylamine). The reagents and catalysts are [Pd] (Pd on carbon). Run in O (water). Reaction conditions: temperature 140 celsius. The product is C(C)C1CC(N(C1)C)=O (4-ethyl-1-methylpyrrolidin-2-one). Yield: 69.8%. RXN SMILES: [CH3:1]N.[NH4+].[C:4]([CH:6]([CH2:11][CH3:12])[CH2:7][C:8]([O-])=[O:9])#[N:5]>[Pd].O>[CH2:11]([CH:6]1[CH2:4][N:5]([CH3:1])[C:8](=[O:9])[CH2:7]1)[CH3:12] |f:1.2|. Procedure: Into a 100 mL graduated cylinder was placed 79.4 mL of an aqueous reaction mixture containing 1.26M 3-cyanopentanoic acid ammonium salt (0.1 mole 3-cyanopentanoic acid ammonium salt, produced by the enzymatic hydrolysis of 2-ethylsuccinonitrile; Example 13 filtered product mixture), then 17.2 mL of 40 wt. % methylamine (6.21 g methylamine, 0.2 mole) was added and the final volume adjusted to 100 mL with distilled water. The final concentrations of 3-cyanopentanoic acid ammonium salt and methylam... Reactants: Cl, C=CCc1cc(Cl)cc([N+](=O)[O-])c1OC, [Na+], [OH-], [Sn]. Product: C=CCc1cc(Cl)cc(N)c1OC. As a reaction SMILES: [ClH:1].[N+:2]([O-:3])(=[O:4])[c:5]1[c:6]([O:15][CH3:16])[c:7]([CH2:12][CH:13]=[CH2:14])[cH:8][c:9]([Cl:11])[cH:10]1.[Na+:19].[OH-:18].[Sn:17]>>[NH2:2][c:5]1[c:6]([O:15][CH3:16])[c:7]([CH2:12][CH:13]=[CH2:14])[cH:8][c:9]([Cl:11])[cH:10]1.